This data is from the Open Reaction Database (ORD), a public repository of structured organic reaction records. The task is: describe an organic reaction: reactants, conditions, products, and yield Reaction SMILES: [Cl:21][CH2:22][Cl:23].[n:1]1[cH:2][cH:3][c:4]([CH2:7][OH:8])[cH:5][cH:6]1.[n:9]1([C:14](=[O:15])[n:16]2[cH:17][cH:18][n:19][cH:20]2)[cH:10][n:11][cH:12][cH:13]1>>[n:1]1[cH:2][cH:3][c:4]([CH2:7][O:8][C:14]([n:9]2[cH:10][n:11][cH:12][cH:13]2)=[O:15])[cH:5][cH:6]1. Product: O=C(OCc1ccncc1)n1ccnc1. The reactants are ClCCl, OCc1ccncc1, O=C(n1ccnc1)n1ccnc1. Reactants: O (water), [H-].[Na+] (sodium hydride), C(CCCCCCCC=C)CS(=O)(=O)[O-] (9-decenylmesylate), N1C(=O)N(C)C=2N=CN(C)C2C1=O (theobromine). Solvent: CS(=O)C (dimethylsulfoxide). Conditions: temperature 25 celsius, time 15 minute. Yields the product C(CCCCCCCC=C)N1C(=O)N(C=2N=CN(C2C1=O)C)C (1-(9-decenyl)-3,7-dimethylxanthine). The yield is 97.1%. RXN SMILES: [H-].[Na+].[NH:3]1[C:14](=[O:15])[C:13]2[N:11]([CH3:12])[CH:10]=[N:9][C:8]=2[N:6]([CH3:7])[C:4]1=[O:5].[CH2:16]([CH2:26]S([O-])(=O)=O)[CH2:17][CH2:18][CH2:19][CH2:20][CH2:21][CH2:22][CH2:23][CH:24]=C.O>CS(C)=O>[CH2:24]([N:3]1[C:14](=[O:15])[C:13]2[N:11]([CH3:12])[CH:10]=[N:9][C:8]=2[N:6]([CH3:7])[C:4]1=[O:5])[CH2:23][CH2:22][CH2:21][CH2:20][CH2:19][CH2:18][CH2:17][CH:16]=[CH2:26] |f:0.1|. Reported procedure: To a suspension of sodium hydride (461 mg, 19.2 mmol) in dimethylsulfoxide (30 mL) was added theobromine (3.45 g, 19.2 mmol). After 15 minutes, the 9-decenylmesylate (2.25 g, 11 mmol) was added and the reaction stirred 18 hours at 25° C., then at 100° C. for 40 minutes. The mixture was then poured into water (100 mL) and extracted with dichloromethane (3×50 mL). The combined organic portions were washed with saturated salt solution (60 mL) and dried over magnesium sulfate. The solvent was evapor... Starting materials: CN(C=NS(=O)(=O)C=1SC(=CC1)Br)C (N,N-dimethyl-N'-(5-bromothiophene-2-sulfonyl)formamidine), COC1=CC=C(C=C1)CS (4-methoxy-α-toluenethiol), [H-].[Na+] (sodium hydride). Solvent: O (water), CN(C)C=O (DMF), CN(C)C=O (DMF). Conditions: temperature 25 celsius, time 1 hour. The product is CN(C=NS(=O)(=O)C=1SC(=CC1)SCC1=CC=C(C=C1)OC)C (N,N-Dimethyl-N'-[5-(4-methoxybenzylthio)thiophene-2-sulfonyl]formamidine). Reaction SMILES: [CH3:1][O:2][C:3]1[CH:8]=[CH:7][C:6]([CH2:9][SH:10])=[CH:5][CH:4]=1.[H-].[Na+].[CH3:13][N:14]([CH3:26])[CH:15]=[N:16][S:17]([C:20]1[S:21][C:22](Br)=[CH:23][CH:24]=1)(=[O:19])=[O:18]>CN(C=O)C.O>[CH3:13][N:14]([CH3:26])[CH:15]=[N:16][S:17]([C:20]1[S:21][C:22]([S:10][CH2:9][C:6]2[CH:7]=[CH:8][C:3]([O:2][CH3:1])=[CH:4][CH:5]=2)=[CH:23][CH:24]=1)(=[O:19])=[O:18] |f:1.2|. Procedure details: A solution of 4-methoxy-α-toluenethiol (7.7 g, 0.05 mol) in DMF (10 ml) was added dropwise to a stirred mixture of sodium hydride (2.50 g, 50% oil dispersion, 0.054 mol) in DMF (40 ml). When gas evolution was complete, N,N-dimethyl-N'-(5-bromothiophene-2-sulfonyl)formamidine (14.85 g; 0.05 mol) was added and the resulting mixture was stirred for 1 hour at 25° C. The reaction mixture was diluted with water and the solid that separated was collected, washed with water and dried to give 15.36 g., m... The reactants are ClCC=1C=C2C(=NN(C2=CC1)C(=O)OC(C)(C)C)C1=CC(=CC=C1)F (tert-butyl 5-(chloromethyl)-3-(3-fluorophenyl)-1H-1-indazolecarboxylate), [C-]#N.[Na+] (sodium cyanide), C(C)(=O)OCC (ethyl acetate). Solvent: CS(=O)C (dimethyl sulfoxide). Reaction conditions: time 50 minute. The product is FC=1C=C(C=CC1)C1=NNC2=CC=C(C=C12)CC#N (2-[3-(3-Fluorophenyl)-1H-5-indazolyl]acetonitrile). Isolated yield 8.9%. Reaction SMILES: Cl[CH2:2][C:3]1[CH:4]=[C:5]2[C:9](=[CH:10][CH:11]=1)[N:8](C(OC(C)(C)C)=O)[N:7]=[C:6]2[C:19]1[CH:24]=[CH:23][CH:22]=[C:21]([F:25])[CH:20]=1.[C-:26]#[N:27].[Na+].C(OCC)(=O)C>CS(C)=O>[F:25][C:21]1[CH:20]=[C:19]([C:6]2[C:5]3[C:9](=[CH:10][CH:11]=[C:3]([CH2:2][C:26]#[N:27])[CH:4]=3)[NH:8][N:7]=2)[CH:24]=[CH:23][CH:22]=1 |f:1.2|. Procedure details: To a solution of 1.0 g of tert-butyl 5-(chloromethyl)-3-(3-fluorophenyl)-1H-1-indazolecarboxylate in 5 ml dimethyl sulfoxide was added 204 mg of sodium cyanide, and the mixture was stirred at room temperature for 50 minutes. To the reaction mixture was added 50 ml of ethyl acetate, and after washing with water, the aqueous layer was re-extracted with diethyl ether. The collected organic layer was sequentially washed with water (×2) and brine, dried over anhydrous magnesium sulfate and the solven... Reported procedure: A mixture of (S)-3-((S)-1-(4-ethynylphenyl)ethyl)-6-(2-hydroxy-2-methylpropyl)-6-phenyl-1,3-oxazinan-2-one (10 mg, 0.027 mmol), 4-bromo-2-methoxypyridine (10 mg, 2 equiv), CuI (0.5 mg, 10% mol), Pd(PPh3)2Cl2 (1.9 mg, 10% mol), diethylamine (1 mL), dry DMF (1 mL) was degassed, refilled with nitrogen gas (3×). The mixture was then heated in the microwave for 45 min at 120° C. LC-MS found the reaction was complete. The mixture was filtered, concentrated, acidified with 5% aq HCl and purified by pre... Run in CN(C)C=O (DMF). The reactants are C(#C)C1=CC=C(C=C1)[C@H](C)N1C(O[C@](CC1)(C1=CC=CC=C1)CC(C)(C)O)=O ((S)-3-((S)-1-(4-ethynylphenyl)ethyl)-6-(2-hydroxy-2-methylpropyl)-6-phenyl-1,3-oxazinan-2-one), BrC1=CC(=NC=C1)OC (4-bromo-2-methoxypyridine), C(C)NCC (diethylamine). Product: OC(C[C@@]1(CCN(C(O1)=O)[C@@H](C)C1=CC=C(C=C1)C#CC1=CC(=NC=C1)OC)C1=CC=CC=C1)(C)C ((S)-6-(2-hydroxy-2-methylpropyl)-3-((S)-1-(4-((2-methoxypyridin-4-yl)ethynyl)phenyl)ethyl)-6-phenyl-1,3-oxazinan-2-one). Reaction SMILES: [C:1]([C:3]1[CH:8]=[CH:7][C:6]([C@@H:9]([N:11]2[CH2:16][CH2:15][C@:14]([CH2:23][C:24]([OH:27])([CH3:26])[CH3:25])([C:17]3[CH:22]=[CH:21][CH:20]=[CH:19][CH:18]=3)[O:13][C:12]2=[O:28])[CH3:10])=[CH:5][CH:4]=1)#[CH:2].Br[C:30]1[CH:35]=[CH:34][N:33]=[C:32]([O:36][CH3:37])[CH:31]=1.C(NCC)C>[Cu]I.Cl[Pd](Cl)([P](C1C=CC=CC=1)(C1C=CC=CC=1)C1C=CC=CC=1)[P](C1C=CC=CC=1)(C1C=CC=CC=1)C1C=CC=CC=1.CN(C=O)C>[OH:27][C:24]([CH3:25])([CH3:26])[CH2:23][C@@:14]1([C:17]2[CH:18]=[CH:19][CH:20]=[CH:21][CH:22]=2)[O:13][C:12](=[O:28])[N:11]([C@H:9]([C:6]2[CH:5]=[CH:4][C:3]([C:1]#[C:2][C:30]3[CH:35]=[CH:34][N:33]=[C:32]([O:36][CH3:37])[CH:31]=3)=[CH:8][CH:7]=2)[CH3:10])[CH2:16][CH2:15]1 |^1:47,66|. The yield is 10.7%. Reagents/catalysts: [Cu]I (CuI), Cl[Pd]([P](C1=CC=CC=C1)(C2=CC=CC=C2)C3=CC=CC=C3)([P](C4=CC=CC=C4)(C5=CC=CC=C5)C6=CC=CC=C6)Cl (Pd(PPh3)2Cl2). Run at temperature 120 celsius. Reactants: O=C(Cl)c1cccc(F)c1, N, c1ccccc1. The product is NC(=O)c1cccc(F)c1. Reaction SMILES: [F:1][c:2]1[cH:3][c:4]([C:5](=[O:6])[Cl:7])[cH:8][cH:9][cH:10]1.[NH3:11].[cH:12]1[cH:13][cH:14][cH:15][cH:16][cH:17]1>>[F:1][c:2]1[cH:3][c:4]([C:5](=[O:6])[NH2:11])[cH:8][cH:9][cH:10]1.